This data is from the Open Reaction Database (ORD), a public repository of structured organic reaction records. The task is: describe an organic reaction: reactants, conditions, products, and yield The reactants are CN1C(CNCC1)C(C)NC1=NC=CC(=N1)N1C=NC2=C1C=CC=C2 (2-[1-(1-Methylpiperazin-2-yl)-ethylamino]-4-[benzimidazol-1-yl]-pyrimidine), CS(=O)(=O)Cl (methanesulfonyl chloride), OS(=O)(=O)[O-].[Na+] (NaHSO4). The solvent is C(Cl)Cl (CH2Cl2), N1=CC=CC=C1 (pyridine). Conditions: time 8 hour. Yields the product CN1C(CN(CC1)S(=O)(=O)C)C(C)NC1=NC=CC(=N1)N1C=NC2=C1C=CC=C2 (2-[1-(1-Methyl-4-(methanesulfonyl)-piperazin-2-yl)-ethylamino1-4-[benzimidazol-1-yl]pyrimidine). Isolated yield 13.5%. Reaction SMILES: [CH3:1][N:2]1[CH2:7][CH2:6][NH:5][CH2:4][CH:3]1[CH:8]([NH:10][C:11]1[N:16]=[C:15]([N:17]2[C:21]3[CH:22]=[CH:23][CH:24]=[CH:25][C:20]=3[N:19]=[CH:18]2)[CH:14]=[CH:13][N:12]=1)[CH3:9].[CH3:26][S:27](Cl)(=[O:29])=[O:28].OS([O-])(=O)=O.[Na+]>C(Cl)Cl.N1C=CC=CC=1>[CH3:1][N:2]1[CH2:7][CH2:6][N:5]([S:27]([CH3:26])(=[O:29])=[O:28])[CH2:4][CH:3]1[CH:8]([NH:10][C:11]1[N:16]=[C:15]([N:17]2[C:21]3[CH:22]=[CH:23][CH:24]=[CH:25][C:20]=3[N:19]=[CH:18]2)[CH:14]=[CH:13][N:12]=1)[CH3:9] |f:2.3|. Procedure details: To a 0° C. solution of 2-[1-(1-methylpiperazine-2-yl)-ethylamino]-4[-benzimidazol-1-yl]-pyrimidine (EXAMPLE 20; 6 mg) in 1 mL of CH2Cl2 and 0.5 mL of pyridine was added methanesulfonyl chloride (2.5 mg). The mixture was allowed to warm to room temperature and stirred overnight, then poured into 10 mL of 1M NaHSO4, extracted with 2×5 mL of CH2Cl2, basified (pH>10) with 5N NaOH, and extracted with 5×5 mL of EtOAc. The combined EtOAc extracts were washed with 5 mL of brine, dried over Na2SO4 and co... The reactants are CC(=O)O, Cl[Cu], Cl, O=N[O-], CC(=O)c1cc(N)ccc1Cl, [Na+], O=S=O, O. The product is CC(=O)c1cc(S(=O)(=O)Cl)ccc1Cl. RXN SMILES: [CH3:20][C:21](=[O:22])[OH:23].[Cl:25][Cu:26].[ClH:19].[N:15]([O-:16])=[O:17].[NH2:4][c:5]1[cH:6][cH:7][c:8]([Cl:14])[c:9]([C:11]([CH3:12])=[O:13])[cH:10]1.[Na+:18].[O:1]=[S:2]=[O:3].[OH2:24]>>[O:1]=[S:2](=[O:3])([c:5]1[cH:6][cH:7][c:8]([Cl:14])[c:9]([C:11]([CH3:12])=[O:13])[cH:10]1)[Cl:19]. Starting materials: NCC=1N2C(SC1)=CN=C2 (3-aminomethylimidazo[5,1-b]thiazole), C([O-])([O-])=O.[K+].[K+] (potassium carbonate), Cl (hydrochloric acid), ClS(=O)(=O)N=C=O (chlorosulfonyl isocyanate), C(C=C)O (allyl alcohol). Solvent: C(C)N(CC)CC (triethylamine), ClCCl (dichloromethane), ClCCl (dichloromethane), O (water). The product is C(C=C)OC(=O)NS(=O)(=O)NCC=1N2C(SC1)=CN=C2 (3-[(N-allyloxycarbonylamino)sulfonyl]aminomethylimidazo[5,1-b]thiazole). As a reaction SMILES: [CH2:1]([OH:4])[CH:2]=[CH2:3].Cl[S:6]([N:9]=[C:10]=[O:11])(=[O:8])=[O:7].[NH2:12][CH2:13][C:14]1[N:15]2[CH:21]=[N:20][CH:19]=[C:16]2[S:17][CH:18]=1.C(=O)([O-])[O-].[K+].[K+].Cl>O.C(N(CC)CC)C.ClCCl>[CH2:1]([O:4][C:10]([NH:9][S:6]([NH:12][CH2:13][C:14]1[N:15]2[CH:21]=[N:20][CH:19]=[C:16]2[S:17][CH:18]=1)(=[O:8])=[O:7])=[O:11])[CH:2]=[CH2:3] |f:3.4.5|. Procedure details: Under an argon atmosphere, 0.68 ml of allyl alcohol was added dropwise to a dry dichloromethane solution containing 0.87 ml of chlorosulfonyl isocyanate at -43° C. with stirring, and the mixture was then stirred at -43 to -37° C. for 30 minutes. This mixed solution was added dropwise to 50 ml of a dry dichloromethane solution containing 766 mg of 3-aminomethylimidazo[5,1-b]thiazole and 1.40 ml of triethylamine at -60° C. under an argon atmosphere, followed by stirring at the same temperature for... The reactants are C(CCC)(=O)C=1C=NC2=C(C=CC=C2C1Cl)OCCSC (3-butyryl-4-chloro-8-(2-methylthioethoxy)quinoline), NC=1C(=CC=CC1)C (o-toluidine). The solvent is C(C)#N (acetonitrile). Conditions: temperature 55 celsius, time 3.5 hour. Yields the product C(CCC)(=O)C=1C=NC2=C(C=CC=C2C1NC1=C(C=CC=C1)C)OCCSC (3-butyryl-4-(2-methylphenylamino)-8-(2-methylthioethoxy)quinoline). Reaction SMILES: [C:1]([C:6]1[CH:7]=[N:8][C:9]2[C:14]([C:15]=1Cl)=[CH:13][CH:12]=[CH:11][C:10]=2[O:17][CH2:18][CH2:19][S:20][CH3:21])(=[O:5])[CH2:2][CH2:3][CH3:4].[NH2:22][C:23]1[C:24]([CH3:29])=[CH:25][CH:26]=[CH:27][CH:28]=1>C(#N)C>[C:1]([C:6]1[CH:7]=[N:8][C:9]2[C:14]([C:15]=1[NH:22][C:23]1[CH:28]=[CH:27][CH:26]=[CH:25][C:24]=1[CH3:29])=[CH:13][CH:12]=[CH:11][C:10]=2[O:17][CH2:18][CH2:19][S:20][CH3:21])(=[O:5])[CH2:2][CH2:3][CH3:4]. Reported procedure: A mixture of 3-butyryl-4-chloro-8-(2-methylthioethoxy)quinoline (0.67 g, 2.1 mmol) and o-toluidine (0.24 g, 2.3 mmol) in acetonitrile was heated to 55° C. and stirred for 3.5 h. The solvent was evaporated and the residue was partitioned between methylene chloride and a saturated sodium bicarbonate solution. The organic layer was dried over sodium sulfate and evaporated. The residue was triturated with diisopropylether. The precipitated product was filtered off and washed with diisopropyl ether g... The reactants are C1CCOC1, [Li]CCCC, CCOC(=O)COC, Cc1csc(C)n1. Product: COCC(=O)Cc1nc(C)cs1. As a reaction SMILES: [CH2:21]1[O:22][CH2:23][CH2:24][CH2:25]1.[CH2:8]([Li:9])[CH2:10][CH2:11][CH3:12].[CH3:13][O:14][CH2:15][C:16](=[O:17])[O:18][CH2:19][CH3:20].[CH3:1][c:2]1[s:3][cH:4][c:5]([CH3:7])[n:6]1>>[CH2:1]([c:2]1[s:3][cH:4][c:5]([CH3:7])[n:6]1)[C:16]([CH2:15][O:14][CH3:13])=[O:17].